This data is from the Open Reaction Database (ORD), a public repository of structured organic reaction records. The task is: describe an organic reaction: reactants, conditions, products, and yield Reactants: C(N)(=O)C1=C(C=C(N=N1)N[C@H]1[C@H](CCCC1)NC(OC(C)(C)C)=O)NC1=NC(=CC=C1)C1CCC1 (tert-butyl (1S,2R)-2-(6-carbamoyl-5-(6-cyclobutylpyridin-2-ylamino)pyridazin-3-ylamino)cyclohexylcarbamate), C(=O)(C(F)(F)F)O (TFA). Run in C(Cl)Cl (CH2Cl2). Reaction conditions: time 18 hour. Product: N[C@@H]1[C@@H](CCCC1)NC1=CC(=C(N=N1)C(=O)N)NC1=NC(=CC=C1)C1CCC1 (6-((1R,2S)-2-aminocyclohexylamino)-4-(6-cyclobutylpyridin-2-ylamino)pyridazine-3-carboxamide). The yield is 54.1%. As a reaction SMILES: [C:1]([C:4]1[N:9]=[N:8][C:7]([NH:10][C@@H:11]2[CH2:16][CH2:15][CH2:14][CH2:13][C@@H:12]2[NH:17]C(=O)OC(C)(C)C)=[CH:6][C:5]=1[NH:25][C:26]1[CH:31]=[CH:30][CH:29]=[C:28]([CH:32]2[CH2:35][CH2:34][CH2:33]2)[N:27]=1)(=[O:3])[NH2:2].C(O)(C(F)(F)F)=O>C(Cl)Cl>[NH2:17][C@H:12]1[CH2:13][CH2:14][CH2:15][CH2:16][C@H:11]1[NH:10][C:7]1[N:8]=[N:9][C:4]([C:1]([NH2:2])=[O:3])=[C:5]([NH:25][C:26]2[CH:31]=[CH:30][CH:29]=[C:28]([CH:32]3[CH2:33][CH2:34][CH2:35]3)[N:27]=2)[CH:6]=1. Procedure: In a 25 mL round bottom flask, a solution of tert-butyl (1S,2R)-2-(6-carbamoyl-5-(6-cyclobutylpyridin-2-ylamino)pyridazin-3-ylamino)cyclohexylcarbamate (112 mg, 233 μmol) in CH2Cl2 (5.0 mL) was treated with TFA (2.22 g, 1.5 mL, 19.5 mmol) and the mixture stirred to room temperature for 18 h. Solvents evaporated and residue purified by flash chromatography (spherical silica 20-45 μM, 80 g, Versaflash Supelco) eluting with 0 to 10% over 30 min (MeOH containing 10% NH4OH)/CH2Cl2 to give 6-((1R,2S)-... The reactants are C(CCC)N (1-butylamine), ClCCC[Si](Cl)(C)C (chloropropyldimethylchlorosilane). Reaction conditions: temperature 10 celsius. The product is C(CCC)N1[Si](CCC1)(C)C (N-butyl-1,1-dimethyl-1-sila-2-azacyclopentane). RXN SMILES: [CH2:1]([NH2:5])[CH2:2][CH2:3][CH3:4].Cl[CH2:7][CH2:8][CH2:9][Si:10]([CH3:13])([CH3:12])Cl>>[CH2:1]([N:5]1[CH2:7][CH2:8][CH2:9][Si:10]1([CH3:13])[CH3:12])[CH2:2][CH2:3][CH3:4]. Procedure: An initial charge of 508 g (6.94 mol) of 1-butylamine is admixed dropwise over the course of 2.5 h with 171 g (1.00 mol) of chloropropyldimethylchlorosilane and the mixture is heated at reflux for 12 h. Following distillative removal of the excess 1-butylamine, the residue is diluted with 350 ml of toluene and cooled to 10° C. The precipitate it forms is filtered off and the filtrate is distilled in vacuo. This gives 134.5 g of N-butyl-1,1-dimethyl-1-sila-2-azacyclopentane. Reactants: CC(=O)N1CCOc2cc(Br)ccc21, CO, [Na+], [OH-]. Reaction SMILES: [C:1](=[O:2])([CH3:3])[N:4]1[CH2:5][CH2:6][O:7][c:8]2[c:9]1[cH:10][cH:11][c:12]([Br:14])[cH:13]2.[CH3:17][OH:18].[Na+:16].[OH-:15]>>[NH:4]1[CH2:5][CH2:6][O:7][c:8]2[c:9]1[cH:10][cH:11][c:12]([Br:14])[cH:13]2. Product: Brc1ccc2c(c1)OCCN2. The reactants are ClCCl, Cl, Cl, O=Cc1cc(C(F)(F)F)ccc1F, [Na+], O=C([O-])O, NC1CCCNC1c1ccccc1. Yields the product Fc1ccc(C(F)(F)F)cc1CNC1CCCNC1c1ccccc1. RXN SMILES: [Cl:34][CH2:35][Cl:36].[ClH:1].[ClH:2].[F:16][c:17]1[c:18]([CH:19]=[O:20])[cH:21][c:22]([C:25]([F:26])([F:27])[F:28])[cH:23][cH:24]1.[Na+:33].[O-:29][C:30]([OH:31])=[O:32].[c:3]1([CH:9]2[NH:10][CH2:11][CH2:12][CH2:13][CH:14]2[NH2:15])[cH:4][cH:5][cH:6][cH:7][cH:8]1>>[c:3]1([CH:9]2[NH:10][CH2:11][CH2:12][CH2:13][CH:14]2[NH:15][CH2:19][c:18]2[c:17]([F:16])[cH:24][cH:23][c:22]([C:25]([F:26])([F:27])[F:28])[cH:21]2)[cH:4][cH:5][cH:6][cH:7][cH:8]1.